This data is from the Open Reaction Database (ORD), a public repository of structured organic reaction records. The task is: describe an organic reaction: reactants, conditions, products, and yield Starting materials: Brc1ccc(-c2ccc3oc4ccccc4c3c2)cc1, CC1(C)c2cc(Br)ccc2-c2ccc(I)cc21. Product: CC1(C)c2cc(Br)ccc2-c2ccc(-c3ccc4oc5ccccc5c4c3)cc21. As a reaction SMILES: [Br:1][c:2]1[cH:3][cH:4][c:5](-[c:8]2[cH:9][c:10]3[c:11]([o:12][c:13]4[c:14]3[cH:15][cH:16][cH:17][cH:18]4)[cH:19][cH:20]2)[cH:6][cH:7]1.[Br:21][c:22]1[cH:23][c:24]2[c:32]([cH:33][cH:34]1)-[c:31]1[c:26]([cH:27][c:28]([I:35])[cH:29][cH:30]1)[C:25]2([CH3:36])[CH3:37]>>[c:8]1(-[c:28]2[cH:27][c:26]3[c:31]([cH:30][cH:29]2)-[c:32]2[c:24]([cH:23][c:22]([Br:21])[cH:34][cH:33]2)[C:25]3([CH3:36])[CH3:37])[cH:9][c:10]2[c:11]([o:12][c:13]3[c:14]2[cH:15][cH:16][cH:17][cH:18]3)[cH:19][cH:20]1.